This data is from the Open Reaction Database (ORD), a public repository of structured organic reaction records. The task is: describe an organic reaction: reactants, conditions, products, and yield Reactants: [BH4-], O=C([O-])[O-], CCO, CC(=O)c1cccc2c(NC(=O)Nc3ccc(N(C)C)cc3)ccnc12, Cl, [Na+], [Na+], [Na+], O. Yields the product CC(O)c1cccc2c(NC(=O)Nc3ccc(N(C)C)cc3)ccnc12. RXN SMILES: [BH4-:27].[C:30](=[O:31])([O-:32])[O-:33].[CH2:37]([OH:38])[CH3:39].[CH3:1][N:2]([c:3]1[cH:4][cH:5][c:6]([NH:9][C:10](=[O:11])[NH:12][c:13]2[cH:14][cH:15][n:16][c:17]3[c:18]([C:23]([CH3:24])=[O:25])[cH:19][cH:20][cH:21][c:22]23)[cH:7][cH:8]1)[CH3:26].[ClH:29].[Na+:28].[Na+:34].[Na+:35].[OH2:36]>>[CH3:1][N:2]([c:3]1[cH:4][cH:5][c:6]([NH:9][C:10](=[O:11])[NH:12][c:13]2[cH:14][cH:15][n:16][c:17]3[c:18]([CH:23]([CH3:24])[OH:25])[cH:19][cH:20][cH:21][c:22]23)[cH:7][cH:8]1)[CH3:26]. Product: Brc1ccc(CCOCc2ccccc2)cc1. Reactants: BrCc1ccccc1, OCCc1ccc(Br)cc1, CN(C)C=O, [H-], [Na+], O. As a reaction SMILES: [Br:13][CH2:14][c:15]1[cH:16][cH:17][cH:18][cH:19][cH:20]1.[Br:1][c:2]1[cH:3][cH:4][c:5]([CH2:8][CH2:9][OH:10])[cH:6][cH:7]1.[CH3:22][N:23]([CH3:24])[CH:25]=[O:26].[H-:11].[Na+:12].[OH2:21]>>[Br:1][c:2]1[cH:3][cH:4][c:5]([CH2:8][CH2:9][O:10][CH2:14][c:15]2[cH:16][cH:17][cH:18][cH:19][cH:20]2)[cH:6][cH:7]1. Reactants: [I-].[Na+] (sodium iodide), C([O-])([O-])=O.[K+].[K+] (potassium carbonate), FC1=CC=C(OCCN2CCNCC2)C=C1 (1-[2-(4-fluorophenoxy)ethyl]piperazine), CS(=O)(=O)Cl (methane sulfonyl chloride), C(#N)C(CCCO)(C(C)C)C1=CC=C(S1)C#N (4-Cyano-5-methyl-4-(2-cyano-5-thienyl)hexanol), half. Run in [Cl-].[Na+].O (Brine), C(C)N(CC)CC (Triethylamine), C(C)#N (acetonitrile), CN(C=O)C (N,N-dimethylformamide). Conditions: temperature 0 celsius, time 1 hour. The product is C(#N)C(CCCN1CCN(CC1)CCOC1=CC=C(C=C1)F)(C(C)C)C1=CC=C(S1)C#N (1-[4-Cyano-5-methyl-4-(2-cyano-5-thienyl)hexyl]-4-[2-(4-fluorophenoxy)ethyl]piperazine). Reaction SMILES: [C:1]([C:3]([C:11]1[S:15][C:14]([C:16]#[N:17])=[CH:13][CH:12]=1)([CH:8]([CH3:10])[CH3:9])[CH2:4][CH2:5][CH2:6]O)#[N:2].CS(Cl)(=O)=O.[I-].[Na+].C(=O)([O-])[O-].[K+].[K+].[F:31][C:32]1[CH:46]=[CH:45][C:35]([O:36][CH2:37][CH2:38][N:39]2[CH2:44][CH2:43][NH:42][CH2:41][CH2:40]2)=[CH:34][CH:33]=1>C(#N)C.CN(C)C=O.[Cl-].[Na+].O.C(N(CC)CC)C>[C:1]([C:3]([C:11]1[S:15][C:14]([C:16]#[N:17])=[CH:13][CH:12]=1)([CH:8]([CH3:10])[CH3:9])[CH2:4][CH2:5][CH2:6][N:42]1[CH2:41][CH2:40][N:39]([CH2:38][CH2:37][O:36][C:35]2[CH:45]=[CH:46][C:32]([F:31])=[CH:33][CH:34]=2)[CH2:44][CH2:43]1)#[N:2] |f:2.3,4.5.6,10.11.12|. Reported procedure: 4-Cyano-5-methyl-4-(2-cyano-5-thienyl)hexanol, 273 mg 1.10 mmol, was dissolved in acetonitrile 5.00 ml and cooled at 0° C. Triethylamine 0.16 ml and methane sulfonyl chloride 0.10 ml 1.21 mmol were added thereto and the temperature was raised to room temperature. After 1 hour, the mixture was partitioned by adding ether and brine. The organic layer was washed with aqueous saturated sodium bicarbonate, dried over magnesium sulfate anhydride and evaporated. A half about 0.55 mmol of the residues w... The reactants are Cc1ccc2c(c1)C(=Cc1[nH]c(C(=O)O)c(C)c1CCC(=O)O)C(=O)N2, Cl, [K+], [OH-], O, OCCO. Yields the product Cc1ccc2c(c1)C(=Cc1[nH]cc(C)c1CCC(=O)O)C(=O)N2. RXN SMILES: [C:1](=[O:2])([OH:3])[CH2:4][CH2:5][c:6]1[c:7]([CH3:26])[c:8]([C:23]([OH:24])=[O:25])[nH:9][c:10]1[CH:11]=[C:12]1[C:13](=[O:22])[NH:14][c:15]2[cH:16][cH:17][c:18]([CH3:21])[cH:19][c:20]21.[ClH:30].[K+:28].[OH-:27].[OH2:29].[OH:31][CH2:32][CH2:33][OH:34]>>[C:1](=[O:2])([OH:3])[CH2:4][CH2:5][c:6]1[c:7]([CH3:26])[cH:8][nH:9][c:10]1[CH:11]=[C:12]1[C:13](=[O:22])[NH:14][c:15]2[cH:16][cH:17][c:18]([CH3:21])[cH:19][c:20]21. The reactants are Cc1cc(O)cc(Br)c1, COS(=O)(=O)OC, [Na+], [OH-], O. Product: COc1cc(C)cc(Br)c1. Reaction SMILES: [Br:1][c:2]1[cH:3][c:4]([OH:9])[cH:5][c:6]([CH3:8])[cH:7]1.[CH3:12][O:13][S:14]([O:15][CH3:16])(=[O:17])=[O:18].[Na+:11].[OH-:10].[OH2:19]>>[Br:1][c:2]1[cH:3][c:4]([O:9][CH3:12])[cH:5][c:6]([CH3:8])[cH:7]1.